From a dataset of the Open Reaction Database (ORD), a public repository of structured organic reaction records. describe an organic reaction: reactants, conditions, products, and yield Starting materials: Cl.NCC1=C(C=C(C=C1)C1=NOC(=N1)C)NCC(=O)OCC1=CC=CC=C1 (Benzyl 2-(2-(aminomethyl)-5-(5-methyl-1,2,4-oxadiazol-3-yl)phenylamino)acetate hydrochloride), CC=1C=C(C(=O)O)C=CC1C (3,4-dimethylbenzoic acid). The product is C(N)(=N)C=1C=CC(=C(C1)NCC(=O)O)CNC(C1=CC(=C(C=C1)C)C)=O (2-(5-Carbamimidoyl-2-((3,4-dimethylbenzamido)methyl)phenylamino)acetic acid). Reaction SMILES: Cl.[NH2:2][CH2:3][C:4]1[CH:9]=[CH:8][C:7]([C:10]2[N:14]=C(C)O[N:11]=2)=[CH:6][C:5]=1[NH:16][CH2:17][C:18]([O:20]CC1C=CC=CC=1)=[O:19].[CH3:28][C:29]1[CH:30]=[C:31]([CH:35]=[CH:36][C:37]=1[CH3:38])[C:32](O)=[O:33]>>[C:10]([C:7]1[CH:8]=[CH:9][C:4]([CH2:3][NH:2][C:32](=[O:33])[C:31]2[CH:35]=[CH:36][C:37]([CH3:38])=[C:29]([CH3:28])[CH:30]=2)=[C:5]([NH:16][CH2:17][C:18]([OH:20])=[O:19])[CH:6]=1)(=[NH:11])[NH2:14] |f:0.1|. Procedure details: Compound 58d was reacted with 3,4-dimethylbenzoic acid and subsequently hydrogenated according to the the procedure described in Example 58, to give Example 61. ESI-MS m/e 355.5 (M+1). Reported procedure: 185 ml of tert-amyl alcohol are added to a suspension of 61.3 g of sodium hydride in 200 ml of NMP heated to 50° C. so as to have a steady evolution of hydrogen. The solution obtained is cooled to 25° C. and 176 g of solid trimethylsulphoxonium iodide are added, followed by a solution of 162 g of 1-(4-chlorophenyl)-2,4-dimethyl-1-penten-3-one in 250 ml of NMP. The resulting mixture is heated at 60° C. for 30 min. The product obtained is left in the reaction mixture for the following stage. Solvent: CN1CCCC1=O (NMP), CN1CCCC1=O (NMP). Starting materials: C(C)(C)(CC)O (tert-amyl alcohol), [H-].[Na+] (sodium hydride), solid, [I-].C[S+](=O)(C)C (trimethylsulphoxonium iodide), [H][H] (hydrogen), ClC1=CC=C(C=C1)C=C(C(C(C)C)=O)C (1-(4-chlorophenyl)-2,4-dimethyl-1-penten-3-one). Product: ClC1=CC=C(C=C1)C1C(C1)(C(C(C)C)=O)C (1-(4-chlorophenyl)-2-methyl-2-(2-methylpropionyl)cyclopropane). Conditions: temperature 50 celsius. As a reaction SMILES: [C:1](O)(CC)(C)C.[H-].[Na+].[H][H].[I-].C[S+](C)(C)=O.[Cl:17][C:18]1[CH:23]=[CH:22][C:21]([CH:24]=[C:25]([CH3:31])[C:26](=[O:30])[CH:27]([CH3:29])[CH3:28])=[CH:20][CH:19]=1>CN1C(=O)CCC1>[Cl:17][C:18]1[CH:19]=[CH:20][C:21]([CH:24]2[CH2:31][C:25]2([CH3:1])[C:26](=[O:30])[CH:27]([CH3:28])[CH3:29])=[CH:22][CH:23]=1 |f:1.2,4.5|. Reactants: C(CC(O)(C(=O)O)CC(=O)O)(=O)O (citric acid), methyl 3-phenyl propionate, CO (MeOH), NO (NH2OH), [C-]#N.[K+] (KCN), C1CCOC1 (THF). The product is ONC(CCC1=CC=CC=C1)=O (N-hydroxy-3-phenylpropionamide). Yield: 67.0%. RXN SMILES: CO.[NH2:3][OH:4].[C-]#N.[K+].[C:8](O)(=O)[CH2:9][C:10]([CH2:15][C:16]([OH:18])=O)(C(O)=O)O.[CH2:21]1[CH2:25]O[CH2:23][CH2:22]1>>[OH:4][NH:3][C:16](=[O:18])[CH2:15][CH2:10][C:9]1[CH:8]=[CH:25][CH:21]=[CH:22][CH:23]=1 |f:2.3|. Procedure: To methyl 3-phenyl propionate (0.328 g, 2.0 mmol) in THF:MeOH:50% aqueous NH2OH (1:1:0.5, 2.5 mL) was added KCN (5 mg, 0.08 mmol, 4 mol %)) and the mixture was stirred at ambient temperature. After 3 h the reaction was complete by HPLC and saturated aqueous citric acid was added (25 mL) followed by extraction with EtOAc (3×25 mL). The organic phase was isolated, dried (MgSO4), filtered, and the filtrate was concentrated in vacuo to give a residue. The residue was purified by reverse phase HPLC (... As a reaction SMILES: [C:1]([N:6]([C:9]1[CH:10]=[N:11][O:12][C:13]=1[CH3:14])[CH2:7][CH3:8])(=[O:5])[CH2:2][CH2:3][CH3:4]>CCO.[Pd]>[C:13](/[C:9](/[N:6]([CH2:7][CH3:8])[C:1](=[O:5])[CH2:2][CH2:3][CH3:4])=[CH:10]\[NH2:11])(=[O:12])[CH3:14]. The solvent is CCO (EtOH). Product: C(C)(=O)/C(=C\N)/N(C(CCC)=O)CC (N-[(E)-1-Acetyl-2-aminoethenyl]-N-ethylbutanamide). The reactants are C(CCC)(=O)N(CC)C=1C=NOC1C (4-(N-butyryl-N-ethylamino)-5-methylisoxazole). Reagents/catalysts: [Pd] (Pd/C). Procedure details: A solution of 4-(N-butyryl-N-ethylamino)-5-methylisoxazole (Method 10; 45 g, 230 mM) in EtOH (1.5 l) was hydrogenated over 10% Pd/C (11.25 g) at 4 bar. The catalyst was filtered off and the solution was evaporated. The residue was triturated with ether and the crystalline intermediate was filtered off (33.94 g). This was used without further purification. Starting materials: SC=1NC2=C(N1)C=CC(=C2)OC (2-mercapto-5-methoxybenzimidazole), Cl.ClCC1=C(N)C(=CC=C1)C (2-(chloromethyl)-6-methylaniline hydrochloride). Run in CCCCCC (hexane). Product: COC1=CC2=C(NC(=N2)SCC2=C(C(=CC=C2)C)N)C=C1 (2-[[(5-methoxy-1H-benzimidazol-2-yl)thio]methyl]-6-methylbenzenamine). Yield: 48.5%. Reaction SMILES: [SH:1][C:2]1[NH:3][C:4]2[CH:10]=[C:9]([O:11][CH3:12])[CH:8]=[CH:7][C:5]=2[N:6]=1.Cl.Cl[CH2:15][C:16]1[CH:22]=[CH:21][CH:20]=[C:19]([CH3:23])[C:17]=1[NH2:18]>CCCCCC>[CH3:12][O:11][C:9]1[CH:8]=[CH:7][C:5]2[NH:6][C:2]([S:1][CH2:15][C:16]3[CH:22]=[CH:21][CH:20]=[C:19]([CH3:23])[C:17]=3[NH2:18])=[N:3][C:4]=2[CH:10]=1 |f:1.2|. Procedure: The title compound was prepared by the method of Example 1 using 3.75 g of 2-mercapto-5-methoxybenzimidazole instead of 2-mercaptobenzimidazole and 4.00 g of 2-(chloromethyl)-6-methylaniline hydrochloride instead of 2-(chloromethyl)-N,N-dimethylaniline. Trituration with hexane gave 3.02 g of the title compound: m.p. 132-134° C. Analysis. Calc'd. for C16H17N3OS: C, 64.19; H, 5.72; N, 14.04; S, 10.71. Found: C, 64.21; H, 5.77; N, 14.00; S, 10.38. The reactants are CC(=O)OI1(C=2C=CC=CC2C(=O)O1)(OC(=O)C)OC(=O)C (Dess-Martin periodinane), OCCCN1C(NC(C(=C1)C(F)(F)F)=O)=O (1-(3-Hydroxy-propyl)-5-trifluoromethyl-1H-pyrimidine-2,4-dione), CCOCC (Et2O). Solvent: C1CCOC1 (THF). Run at temperature 0 celsius, time 1.5 hour. Yields the product FC(C=1C(NC(N(C1)CCC=O)=O)=O)(F)F (3-(5-Trifluoromethyl-2,4-dioxo-3,4-dihydro-2H-pyrimidin-1-yl)-propionaldehyde). The yield is 50.4%. RXN SMILES: [OH:1][CH2:2][CH2:3][CH2:4][N:5]1[CH:10]=[C:9]([C:11]([F:14])([F:13])[F:12])[C:8](=[O:15])[NH:7][C:6]1=[O:16].CC(OI1(OC(C)=O)(OC(C)=O)OC(=O)C2C=CC=CC1=2)=O.CCOCC>C1COCC1>[F:13][C:11]([F:12])([F:14])[C:9]1[C:8](=[O:15])[NH:7][C:6](=[O:16])[N:5]([CH2:4][CH2:3][CH:2]=[O:1])[CH:10]=1. Procedure: 1-(3-Hydroxy-propyl)-5-trifluoromethyl-1H-pyrimidine-2,4-dione (Prep20, 100 mg, 0.42 mmol) was dissolved in dry THF (5 mL), the solution was then cooled to 0° C. and Dess-Martin periodinane (300 mg, 0.71 mmol) was added. The mixture was stirred at 0° C. for 1.5 hours. Et2O was added and the mixture washed with aqueous saturated NaHCO3 solution. The organic phase was dried (Na2SO4) and evaporated. The crude was purified by flash chromatography with ethyl acetate-petroleum ether (1-1) to give 50 m... The reactants are Cc1ccc(NC(=O)OC(C)(C)C)s1, ClCCl, O=C(O)C(F)(F)F. Yields the product Cc1ccc(N)s1, O=C(O)C(F)(F)F. RXN SMILES: [CH3:1][c:2]1[cH:3][cH:4][c:5]([NH:7][C:8](=[O:9])[O:10][C:11]([CH3:12])([CH3:13])[CH3:14])[s:6]1.[Cl:22][CH2:23][Cl:24].[F:15][C:16]([C:17](=[O:18])[OH:19])([F:20])[F:21]>>[CH3:1][c:2]1[cH:3][cH:4][c:5]([NH2:7])[s:6]1.[F:15][C:16]([C:17](=[O:18])[OH:19])([F:20])[F:21]. Starting materials: [OH-].[Na+] (sodium hydroxide), O=C1OCCN1C1=CC=C(C(=O)OCC)C=C1 (ethyl 4-(-2-oxooxazolidin-3-yl)benzoate), CC1=C(C(=CC(=C1)C)C)N1CCNCC1 (1-(2,4,6-trimethylphenyl)piperazine), O.[Cl-].COC1=NC(=NC(=N1)OC)[N+]1(CCOCC1)C (4-(4,6-dimethoxy[1.3.5]triazin-2-yl)-4-methylmorpholinium chloride hydrate), Cl (hydrochloric acid). The solvent is C(C)O (ethanol). Conditions: temperature 50 celsius. Yields the product CC1=C(C(=CC(=C1)C)C)N1CCN(CC1)C(=O)C1=CC=C(C=C1)N1C(OCC1)=O (3-{4-[4-(2,4,6-trimethylphenyl)piperazine-1-carbonyl]phenyl}oxazolidin-2-one). Isolated yield 9.6%. As a reaction SMILES: [O:1]=[C:2]1[N:6]([C:7]2[CH:17]=[CH:16][C:10]([C:11]([O:13]CC)=O)=[CH:9][CH:8]=2)[CH2:5][CH2:4][O:3]1.[OH-].[Na+].Cl.[CH3:21][C:22]1[CH:27]=[C:26]([CH3:28])[CH:25]=[C:24]([CH3:29])[C:23]=1[N:30]1[CH2:35][CH2:34][NH:33][CH2:32][CH2:31]1.O.[Cl-].COC1N=C(OC)N=C([N+]2(C)CCOCC2)N=1>C(O)C>[CH3:29][C:24]1[CH:25]=[C:26]([CH3:28])[CH:27]=[C:22]([CH3:21])[C:23]=1[N:30]1[CH2:31][CH2:32][N:33]([C:11]([C:10]2[CH:9]=[CH:8][C:7]([N:6]3[CH2:5][CH2:4][O:3][C:2]3=[O:1])=[CH:17][CH:16]=2)=[O:13])[CH2:34][CH2:35]1 |f:1.2,5.6.7|. Procedure: To ethyl 4-(-2-oxooxazolidin-3-yl)benzoate (0.235 g) described in Preparation Example 12 were added 1 M aqueous sodium hydroxide solution (1.3 mL) and ethanol (5 mL), and the mixture was stirred at 50° C. 1N hydrochloric acid (1.3 mL) was added, 1-(2,4,6-trimethylphenyl)piperazine (0.215 g) and 4-(4,6-dimethoxy[1.3.5]triazin-2-yl)-4-methylmorpholinium chloride hydrate (0.277 g) were added, and the mixture was stirred at room temperature overnight. The mixture was extracted with ethyl acetate, wa... Reaction SMILES: [CH3:1][C:2]1[NH:3][C:4]([CH3:26])=[C:5]([C:20]2[CH:25]=[CH:24][CH:23]=[CH:22][N:21]=2)[CH:6]([C:11]2[CH:16]=[CH:15][CH:14]=[C:13]([N+:17]([O-:19])=[O:18])[CH:12]=2)[C:7]=1[C:8]([OH:10])=[O:9].[CH2:27](O)[CH2:28][CH2:29][CH2:30][CH2:31][CH3:32].C1(N=C=NC2CCCCC2)CCCCC1.C(Cl)(Cl)Cl>C1(C)C=CC=CC=1>[CH3:1][C:2]1[NH:3][C:4]([CH3:26])=[C:5]([C:20]2[CH:25]=[CH:24][CH:23]=[CH:22][N:21]=2)[CH:6]([C:11]2[CH:16]=[CH:15][CH:14]=[C:13]([N+:17]([O-:19])=[O:18])[CH:12]=2)[C:7]=1[C:8]([O:10][CH2:27][CH2:28][CH2:29][CH2:30][CH2:31][CH3:32])=[O:9]. Reported procedure: 350 mg (1 mmol) of 1,4-dihydro-2,6-dimethyl-4-(3-nitrophenyl)-5-pyridylpyridine-3-carboxylic acid, 102 mg (1 mmol) of hexyl alcohol, 309 mg (1.4 mmol) of N,N'-dicyclohexylcarbodiimide, 134 mg (1.1 mmol) of 4-N,N-dimethylaminopyridine were dissolved in 10 ml of toluene, with application of heat thereto. This reaction mixture was refluxed with application of heat for 1 hour, and then cooled to room temperature. To this reaction mixture, 20 ml of chloroform was added. The reaction mixture was then ... The solvent is C1(=CC=CC=C1)C (toluene). Product: CC=1NC(=C(C(C1C(=O)OCCCCCC)C1=CC(=CC=C1)[N+](=O)[O-])C1=NC=CC=C1)C (n-hexyl 1,4-dihydro-2,6-dimethyl-4-(3-nitrophenyl)-5-pyridylpyridine-3-carboxylate). Reactants: CC=1NC(=C(C(C1C(=O)O)C1=CC(=CC=C1)[N+](=O)[O-])C1=NC=CC=C1)C (1,4-dihydro-2,6-dimethyl-4-(3-nitrophenyl)-5-pyridylpyridine-3-carboxylic acid), C(CCCCC)O (hexyl alcohol), C1(CCCCC1)N=C=NC1CCCCC1 (N,N'-dicyclohexylcarbodiimide), 4-N,N-dimethylaminopyridine, C(Cl)(Cl)Cl (chloroform). The reactants are FC1=C(C=CC(=C1)F)N1N=CN=C1C1=CC=2CCOC3=C(C2S1)N=C(C=C3)C=3C=NC(=CC3)F (2-[2-(2,4-Difluoro-phenyl)-2H-[1,2,4]triazol-3-yl]-9-(6-fluoro-pyridin-3-yl)-4,5-dihydro-6-oxa-1-thia-10-aza-benzo[e]azulene), N1CCCC1 (Pyrrolidine). The solvent is CN1CCCC1=O (NMP). Conditions: temperature 150 celsius. Product: FC1=C(C=CC(=C1)F)N1N=CN=C1C1=CC=2CCOC3=C(C2S1)N=C(C=C3)C=3C=NC(=CC3)N3CCCC3 (2-[2-(2,4-Difluoro-phenyl)-2H-[1,2,4]triazol-3-yl]-9-(6-pyrrolidin-1-yl-pyridin-3-yl)-4,5-dihydro-6-oxa-1-thia-10-aza-benzo[e]azulene). The yield is 5.9%. Reaction SMILES: [F:1][C:2]1[CH:7]=[C:6]([F:8])[CH:5]=[CH:4][C:3]=1[N:9]1[C:13]([C:14]2[S:23][C:22]3[C:21]4[N:24]=[C:25]([C:28]5[CH:29]=[N:30][C:31](F)=[CH:32][CH:33]=5)[CH:26]=[CH:27][C:20]=4[O:19][CH2:18][CH2:17][C:16]=3[CH:15]=2)=[N:12][CH:11]=[N:10]1.[NH:35]1[CH2:39][CH2:38][CH2:37][CH2:36]1>CN1C(=O)CCC1>[F:1][C:2]1[CH:7]=[C:6]([F:8])[CH:5]=[CH:4][C:3]=1[N:9]1[C:13]([C:14]2[S:23][C:22]3[C:21]4[N:24]=[C:25]([C:28]5[CH:29]=[N:30][C:31]([N:35]6[CH2:39][CH2:38][CH2:37][CH2:36]6)=[CH:32][CH:33]=5)[CH:26]=[CH:27][C:20]=4[O:19][CH2:18][CH2:17][C:16]=3[CH:15]=2)=[N:12][CH:11]=[N:10]1. Procedure details: 2-[2-(2,4-Difluoro-phenyl)-2H-[1,2,4]triazol-3-yl]-9-(6-fluoro-pyridin-3-yl)-4,5-dihydro-6-oxa-1-thia-10-aza-benzo[e]azulene, from the procedure for 249, (470 mg, 1.0 mmol) Pyrrolidine (85 mg, 1.2 mmol) DIPEA (340 mg, 3 mmol) and NMP (4 mL) were added in a 10 mL of sealed tube, and the mixture was heated by microwave at 150° C. for 120 min under N2. The reaction mixture was filtered to gather the solution and water was added. The mixture was extracted by DCM (20 mL×3). The combined organic layer...